This data is from the Open Reaction Database (ORD), a public repository of structured organic reaction records. The task is: describe an organic reaction: reactants, conditions, products, and yield The reactants are ClC=1C=C2C(NC=NC2=CC1Cl)=O (6,7-dichloroquinazolin-4(3H)-one), [H-].[Na+] (sodium hydride), CS (methyl mercaptan). Solvent: CN(C=O)C (dimethylformamide), CN(C=O)C (dimethylformamide), CN(C=O)C (dimethyl formamide). Conditions: temperature 120 celsius. Yields the product ClC=1C=C2C(NC=NC2=CC1SC)=O (6-Chloro-7-methylthioquinazolin-4(3H)-one). Reaction SMILES: [Cl:1][C:2]1[CH:3]=[C:4]2[C:9](=[CH:10][C:11]=1Cl)[N:8]=[CH:7][NH:6][C:5]2=[O:13].[H-].[Na+].[CH3:16][SH:17]>CN(C)C=O>[Cl:1][C:2]1[CH:3]=[C:4]2[C:9](=[CH:10][C:11]=1[S:17][CH3:16])[N:8]=[CH:7][NH:6][C:5]2=[O:13] |f:1.2|. Procedure: Under a nitrogen atmosphere in a flame dried flask equipped with a magnetic stirrer and a reflux condenser, a mixture of 1.00 g (0.00465 mol) of 6,7-dichloroquinazolin-4(3H)-one and 18 ml of dimethylformamide was treated at room temperature with 0.56 g (0.012 mol) of 50% sodium hydride in mineral oil. Foaming began immediately and most of the solids dissolved. When the foaming had subsided, 1.8 ml (0.0176 mol) of 47% methyl mercaptan in dimethyl formamide was added to the stirred mixture. The mi... Reactants: C(=O)C1=CC=C(C=C1)CC(=O)O (p-formylphenylacetic acid), O1CCN(CC1)C1=CCCCC1 (1-morpholinocyclohexene), C1=CC=CC=C1 (benzene), Cl (hydrochloric acid). Run at time 1 hour. The product is O=C1C(CCCC1)=CC1=CC=C(C=C1)CC(=O)O (4-(2-Oxocyclohexylidenemethyl)phenylacetic acid). The yield is 51.2%. Reaction SMILES: [CH:1]([C:3]1[CH:8]=[CH:7][C:6]([CH2:9][C:10]([OH:12])=[O:11])=[CH:5][CH:4]=1)=O.[O:13]1CCN(C2CCCCC=2)CC1.Cl.[CH:26]1[CH:31]=[CH:30][CH:29]=[CH:28][CH:27]=1>>[O:13]=[C:26]1[CH2:31][CH2:30][CH2:29][CH2:28][C:27]1=[CH:1][C:3]1[CH:8]=[CH:7][C:6]([CH2:9][C:10]([OH:12])=[O:11])=[CH:5][CH:4]=1. Procedure details: A solution of 3.28 g (0.02 mole) of p-formylphenylacetic acid and 10.1 g (0.056 mole) of 1-morpholinocyclohexene in 40 ml of benzene was stirred at room temperature for 12 hours, after which 20 ml of 6N hydrochloric acid were added thereto. The mixture was then stirred at room temperature for a further 1 hour, after which it was extracted with diethyl ether. The extract was washed with water and dried over anhydrous sodium sulfate, and the solvent was removed to afford an oily substance, which w... The reactants are FC=1C=C(C=C(C1)F)C[C@@H](NC(CN1N=C(C=2CCCCC12)C(F)(F)F)=O)C1=NC(=NC=C1C=1C=CC(=C(C(=O)N)C1)F)NCCOC ((R)-5-(4-(2-(3,5-difluorophenyl)-1-(2-(3-(trifluoromethyl)-4,5,6,7-tetrahydro-1H-indazol-1-yl)acetamido)ethyl)-2-((2-methoxyethyl)amino)pyrimidin-5-yl)-2-fluorobenzamide), BrC=1C(=NC(=NC1)NCC1CC1)[C@H](CC1=CC(=CC(=C1)F)F)NC(CN1N=C(C=2C(CCC(C12)(F)F)(F)F)C(F)F)=O ((S)—N-(1-(5-bromo-2-((cyclopropylmethyl)amino)pyrimidin-4-yl)-2-(3,5-difluorophenyl)ethyl)-2-(3-(difluoromethyl)-4,4,7,7-tetrafluoro-4,5,6,7-tetrahydro-1H-indazol-1-yl)acetamide). The product is C1(CC1)CNC1=NC=C(C(=N1)[C@H](CC1=CC(=CC(=C1)F)F)NC(CN1N=C(C=2C(CCC(C12)(F)F)(F)F)C(F)F)=O)C=1C=CC(=C(C(=O)N)C1)F ((S)-5-(2-((cyclopropylmethyl)amino)-4-(1-(2-(3-(difluoromethyl)-4,4,7,7-tetrafluoro-4,5,6,7-tetrahydro-1H-indazol-1-yl)acetamido)-2-(3,5-difluorophenyl)ethyl)pyrimidin-5-yl)-2-fluorobenzamide). Reaction SMILES: FC1C=C(C[C@H](C2C([C:34]3[CH:35]=[CH:36][C:37]([F:43])=[C:38]([CH:42]=3)[C:39]([NH2:41])=[O:40])=CN=C(NCCOC)N=2)NC(=O)CN2C3CCCCC=3C(C(F)(F)F)=N2)C=C(F)C=1.Br[C:50]1[C:51]([C@@H:61]([NH:71][C:72](=[O:90])[CH2:73][N:74]2[C:82]3[C:81]([F:84])([F:83])[CH2:80][CH2:79][C:78]([F:86])([F:85])[C:77]=3[C:76]([CH:87]([F:89])[F:88])=[N:75]2)[CH2:62][C:63]2[CH:68]=[C:67]([F:69])[CH:66]=[C:65]([F:70])[CH:64]=2)=[N:52][C:53]([NH:56][CH2:57][CH:58]2[CH2:60][CH2:59]2)=[N:54][CH:55]=1>>[CH:58]1([CH2:57][NH:56][C:53]2[N:52]=[C:51]([C@@H:61]([NH:71][C:72](=[O:90])[CH2:73][N:74]3[C:82]4[C:81]([F:83])([F:84])[CH2:80][CH2:79][C:78]([F:85])([F:86])[C:77]=4[C:76]([CH:87]([F:89])[F:88])=[N:75]3)[CH2:62][C:63]3[CH:64]=[C:65]([F:70])[CH:66]=[C:67]([F:69])[CH:68]=3)[C:50]([C:34]3[CH:35]=[CH:36][C:37]([F:43])=[C:38]([CH:42]=3)[C:39]([NH2:41])=[O:40])=[CH:55][N:54]=2)[CH2:59][CH2:60]1. Procedure details: The title compound (13B) was prepared according to the method presented for the synthesis of compound 11J of Example 11 utilizing 13A. 1H NMR (400 MHz, CD3OD) δ 8.50 (d, J=7.7 Hz, 1H), 7.73 (s, 1H), 7.24-7.02 (m, 2H), 6.90 (dd, J=10.7, 8.6 Hz, 1H), 6.65-6.24 (m, 2H), 6.13 (d, J=6.1 Hz, 2H), 4.91 (m, 1H), 4.83-4.62 (m, 2H), 3.09 (m, 2H), 2.71 (ddd, J=20.2, 13.3, 7.4 Hz, 2H), 2.37-2.06 (m, 4H), 0.88 (m, 1H), 0.47-0.16 (m, 2H), 0.02 (q, J=5.1 Hz, 2H). MS (m/z) 726.30 [M+H]+. Starting materials: COc1ccc(C)cc1, [O-][Cl+3]([O-])([O-])[O-], COC(=O)CCCCCCCCC(=O)Cl, [Li+], C[N+](=O)[O-], O, O=S(=O)([O-])C(F)(F)F, O=S(=O)([O-])C(F)(F)F, O=S(=O)([O-])C(F)(F)F, [Sc+3]. The product is COC(=O)CCCCCCCCC(=O)c1cc(C)ccc1OC. Reaction SMILES: [CH3:1][c:2]1[cH:3][cH:4][c:5]([O:8][CH3:9])[cH:6][cH:7]1.[Cl+3:10]([O-:11])([O-:12])([O-:13])[O-:14].[Cl:16][C:17]([CH2:18][CH2:19][CH2:20][CH2:21][CH2:22][CH2:23][CH2:24][CH2:25][C:26](=[O:27])[O:28][CH3:29])=[O:30].[Li+:15].[N+:32]([CH3:33])([O-:34])=[O:35].[OH2:31].[S:36]([O-:37])([C:38]([F:39])([F:40])[F:41])(=[O:42])=[O:43].[S:45]([O-:46])([C:47]([F:48])([F:49])[F:50])(=[O:51])=[O:52].[S:53]([O-:54])([C:55]([F:56])([F:57])[F:58])(=[O:59])=[O:60].[Sc+3:44]>>[CH3:1][c:2]1[cH:3][c:4]([C:17]([CH2:18][CH2:19][CH2:20][CH2:21][CH2:22][CH2:23][CH2:24][CH2:25][C:26](=[O:27])[O:28][CH3:29])=[O:30])[c:5]([O:8][CH3:9])[cH:6][cH:7]1.